Dataset: the Open Reaction Database (ORD), a public repository of structured organic reaction records. Task: describe an organic reaction: reactants, conditions, products, and yield Starting materials: C1(CCCC1)C=C(C1=CC=2C(=NC=CC2)N1)C1=CC=C(C=C1)C(C)(C)O (2-{4-[2-cyclopentyl-1-(1H-pyrrolo[2,3-b]pyridin-2-yl)-vinyl]-phenyl}-propan-2-ol). Reagents/catalysts: [Pd] (palladium on activated carbon). The solvent is CO (methanol). Run at temperature 50 celsius. Product: C1(CCCC1)CC(C1=CC=2C(=NC=CC2)N1)C1=CC=C(C=C1)C(C)(C)O (2-{4-[2-cyclopentyl-1-(1H-pyrrolo[2,3-b]pyridin-2-yl)-ethyl]-phenyl}-propan-2-ol). Yield: 58.1%. RXN SMILES: [CH:1]1([CH:6]=[C:7]([C:17]2[CH:22]=[CH:21][C:20]([C:23]([OH:26])([CH3:25])[CH3:24])=[CH:19][CH:18]=2)[C:8]2[NH:16][C:11]3=[N:12][CH:13]=[CH:14][CH:15]=[C:10]3[CH:9]=2)[CH2:5][CH2:4][CH2:3][CH2:2]1>[Pd].CO>[CH:1]1([CH2:6][CH:7]([C:17]2[CH:18]=[CH:19][C:20]([C:23]([OH:26])([CH3:24])[CH3:25])=[CH:21][CH:22]=2)[C:8]2[NH:16][C:11]3=[N:12][CH:13]=[CH:14][CH:15]=[C:10]3[CH:9]=2)[CH2:5][CH2:4][CH2:3][CH2:2]1. Procedure: A mixture of 2-{4-[2-cyclopentyl-1-(1H-pyrrolo[2,3-b]pyridin-2-yl)-vinyl]-phenyl}-propan-2-ol (290 mg, 0.84 mmol) and 10% palladium on activated carbon (120 mg) in methanol (250 mL) was heated at 50° C. under hydrogen (50 psi) for 16 h. The mixture was cooled to 25° C., the solids filtered off, washed with ethyl acetate and concentrated in vacuo. Purification using a Waters automated flash system (column: Xterra 30 mm×100 mm, sample manager 2767, pump 2525, detector: ZQ mass and UV 2487, solvent... Starting materials: NC=1C(=C2C(=CC=NC2=C(C1)C)C)C (6-amino-4,5,8-trimethylquinoline), C1=CC=NC(=C1)OC(=S)OC2=CC=CC=N2 (di-2-pyridyl thionocarbonate), CN(C)C1=NC=CC=C1 (dimethylaminopyridine). Run in C(Cl)Cl (methylene chloride). Reaction conditions: time 2 hour. Product: N(=C=S)C=1C(=C2C(=CC=NC2=C(C1)C)C)C (6-isothiocyanato-4,5,8-trimethylquinoline). Reaction SMILES: [NH2:1][C:2]1[C:3]([CH3:14])=[C:4]2[C:9](=[C:10]([CH3:12])[CH:11]=1)[N:8]=[CH:7][CH:6]=[C:5]2[CH3:13].C1C=C(O[C:22](OC2N=CC=CC=2)=[S:23])N=CC=1.CN(C1C=CC=CN=1)C>C(Cl)Cl>[N:1]([C:2]1[C:3]([CH3:14])=[C:4]2[C:9](=[C:10]([CH3:12])[CH:11]=1)[N:8]=[CH:7][CH:6]=[C:5]2[CH3:13])=[C:22]=[S:23]. Reported procedure: A mixture of 6-amino-4,5,8-trimethylquinoline (0.37 g), di-2-pyridyl thionocarbonate (0.494 g) (DPT) (Aldrich), dimethylaminopyridine (0.052 g) and methylene chloride (4 mL) is stirred at room temperature for 2 hours. An additional 100 mg of DPT is added, and stirring is continued for one hour. Another 100 mg portion of DPT is added, and the reaction is stirred at room temperature for one more hour. The mixture is concentrated by evaporation and purified by chromatography through a short column ... Reactants: COCOCC1=CC=C(C=2N1C=CN2)C(=O)OC (methyl 5-({[(methyloxy)methyl]oxy}methyl)imidazo[1,2-a]pyridine-8-carboxylate), ClC1=C(C=CC=C1Cl)O[C@@H]1C[C@H](C1)N (trans-3-[(2,3-dichlorophenyl)oxy]cyclobutanamine), C1(=NNNCCCCCC1)C1=CCCCCCCCC1 (triazabicyclodecene). Solvent: C1CCOC1 (THF), C(Cl)Cl (DCM), C(Cl)Cl (DCM). Conditions: time 18 hour. Product: ClC1=C(C=CC=C1Cl)O[C@@H]1C[C@H](C1)NC(=O)C=1C=2N(C(=CC1)COCOC)C=CN2 (N-{trans-3-[(2,3-Dichlorophenyl)oxy]cyclobutyl}-5-({[(methyloxy)methyl]oxy}methyl)imidazo[1,2-a]pyridine-8-carboxamide). Yield: 76.3%. Reaction SMILES: [CH3:1][O:2][CH2:3][O:4][CH2:5][C:6]1[N:11]2[CH:12]=[CH:13][N:14]=[C:10]2[C:9]([C:15]([O:17]C)=O)=[CH:8][CH:7]=1.[Cl:19][C:20]1[C:25]([Cl:26])=[CH:24][CH:23]=[CH:22][C:21]=1[O:27][C@H:28]1[CH2:31][C@H:30]([NH2:32])[CH2:29]1.C1(C2CCCCCCCCC=2)CCCCCCNNN=1>C1COCC1.C(Cl)Cl>[Cl:19][C:20]1[C:25]([Cl:26])=[CH:24][CH:23]=[CH:22][C:21]=1[O:27][C@H:28]1[CH2:29][C@H:30]([NH:32][C:15]([C:9]2[C:10]3[N:11]([CH:12]=[CH:13][N:14]=3)[C:6]([CH2:5][O:4][CH2:3][O:2][CH3:1])=[CH:7][CH:8]=2)=[O:17])[CH2:31]1. Procedure: A suspension of methyl 5-({[(methyloxy)methyl]oxy}methyl)imidazo[1,2-a]pyridine-8-carboxylate (438 mg, 1.75 mmol), trans-3-[(2,3-dichlorophenyl)oxy]cyclobutanamine (463 mg, 1.995 mmol) and triazabicyclodecene (75 mg, 0.539 mmol) in THF (0.5 mL) was stirred in a sealed tube at room temperature for 18 hours. The reaction mixture was then transferred to a round bottomed flask using DCM as solvent and evaporated in vacuo to give yellow/brown gum which solidified (1.5 g). This material was dissolved ... The reactants are NC=1N=C(C2=C(N1)N(C=C2C)[C@H]2[C@@H](OCC1=CC=CC=C1)[C@H](OCC1=CC=CC=C1)[C@H](O2)COCC2=CC=CC=C2)Cl (2-Amino-7-(2,3,5-tri-O-benzyl-β-D-arabinofuranosyl)-4-chloro-5-methyl-7H-pyrrolo[2,3-d]pyrimidine), B(Cl)(Cl)Cl (borontrichloride). Solvent: ClCCl (dichloromethane). Reaction conditions: temperature -78 celsius, time 1 hour. Yields the product NC=1N=C(C2=C(N1)N(C=C2C)[C@H]2[C@@H](O)[C@H](O)[C@H](O2)CO)Cl (2-Amino-7-β-D-arabinofuranosyl-4-chloro-5-methyl-7H-pyrrolo[2,3-d]pyrimidine). Yield: 48.0%. Reaction SMILES: [NH2:1][C:2]1[N:3]=[C:4]([Cl:42])[C:5]2[C:10]([CH3:11])=[CH:9][N:8]([C@@H:12]3[O:32][C@H:31]([CH2:33][O:34]CC4C=CC=CC=4)[C@@H:22]([O:23]CC4C=CC=CC=4)[C@@H:13]3[O:14]CC3C=CC=CC=3)[C:6]=2[N:7]=1.B(Cl)(Cl)Cl>ClCCl>[NH2:1][C:2]1[N:3]=[C:4]([Cl:42])[C:5]2[C:10]([CH3:11])=[CH:9][N:8]([C@@H:12]3[O:32][C@H:31]([CH2:33][OH:34])[C@@H:22]([OH:23])[C@@H:13]3[OH:14])[C:6]=2[N:7]=1. Procedure details: To a precooled (−78° C.) solution of the compound from Step A (0.99 g, 1.7 mmol) in dichloromethane (30 mL) was added borontrichloride (1M in dichloromethane) (17 mL, 17.0 mmol) over a 10 min. The resulting solution was stirred at −78° C. for 1 h, allowed to warm to −15° C. and stirred for another 3 h. The reaction was quenched by addition of methanol/dichloromethane (1:1) (15 mL), stirred at −15° C. for 30 min, and pH adjusted to 7.0 by addtion of NH4OH. The mixture was evaporated in vacuo and ... The reactants are CCc1nn(CCOCOCCOC)c(CC)c1Oc1cc(C#N)cc(C#N)c1, [Na+], C1CCOC1, [OH-]. Yields the product CCc1nn(CCOCOCCOC)c(CC)c1Oc1cc(C#N)cc(C(N)=O)c1. RXN SMILES: [CH2:1]([CH3:2])[c:3]1[n:4][n:5]([CH2:21][CH2:22][O:23][CH2:24][O:25][CH2:26][CH2:27][O:28][CH3:29])[c:6]([CH2:19][CH3:20])[c:7]1[O:8][c:9]1[cH:10][c:11]([C:17]#[N:18])[cH:12][c:13]([C:14]#[N:15])[cH:16]1.[Na+:31].[O:32]1[CH2:33][CH2:34][CH2:35][CH2:36]1.[OH-:30]>>[CH2:1]([CH3:2])[c:3]1[n:4][n:5]([CH2:21][CH2:22][O:23][CH2:24][O:25][CH2:26][CH2:27][O:28][CH3:29])[c:6]([CH2:19][CH3:20])[c:7]1[O:8][c:9]1[cH:10][c:11]([C:17]([NH2:18])=[O:30])[cH:12][c:13]([C:14]#[N:15])[cH:16]1. Starting materials: C(C)(=O)CC(C)=O (acetylacetone), O.O.O.O.O.O.[N+](=O)([O-])[O-].[Ce+3].[N+](=O)([O-])[O-].[N+](=O)([O-])[O-] (cerium nitrate hexahydrate). Run at temperature 90 celsius. The product is resultant solution, [N+](=O)([O-])[O-].[Ce+3].[N+](=O)([O-])[O-].[N+](=O)([O-])[O-] (cerium nitrate). As a reaction SMILES: C(CC(=O)C)(=O)C.O.O.O.O.O.O.[N+:14]([O-:17])([O-:16])=[O:15].[Ce+3:18].[N+:19]([O-:22])([O-:21])=[O:20].[N+:23]([O-:26])([O-:25])=[O:24]>>[N+:14]([O-:17])([O-:16])=[O:15].[Ce+3:18].[N+:19]([O-:22])([O-:21])=[O:20].[N+:23]([O-:26])([O-:25])=[O:24] |f:1.2.3.4.5.6.7.8.9.10,11.12.13.14|. Procedure: 3 moles of acetylacetone was added to 1 mole of cerium nitrate hexahydrate, followed by treatment by heating to 90° C. with agitation for 1 hour. The resultant solution was provided as a stock solution for cerium nitrate. This contained 23.2% of CeO2 as solids. The reactants are C(#N)N1CCC(CC1)N(C(C1=CC=C(C=C1)C1=CN=CO1)=O)C1CC1 (N-(1-cyano-piperidin-4-yl)-N-cyclopropyl-4-oxazol-5-yl-benzamide), C(C)OC(C(=N)NO)=O (hydroxyamino-imino-acetic acid ethyl ester). Product: C(C)OC(=O)C1=NOC(=N1)N1CCC(CC1)N(C(C1=CC=C(C=C1)C1=CN=CO1)=O)C1CC1 (5-{4-[Cyclopropyl-(4-oxazol-5-yl-benzoyl)-amino]-piperidin-1-yl}-[1,2,4]oxadiazole-3-carboxylic acid ethyl ester). As a reaction SMILES: [C:1]([N:3]1[CH2:8][CH2:7][CH:6]([N:9]([CH:23]2[CH2:25][CH2:24]2)[C:10](=[O:22])[C:11]2[CH:16]=[CH:15][C:14]([C:17]3[O:21][CH:20]=[N:19][CH:18]=3)=[CH:13][CH:12]=2)[CH2:5][CH2:4]1)#[N:2].[CH2:26]([O:28][C:29](=[O:34])[C:30]([NH:32][OH:33])=N)[CH3:27]>>[CH2:26]([O:28][C:29]([C:30]1[N:2]=[C:1]([N:3]2[CH2:4][CH2:5][CH:6]([N:9]([CH:23]3[CH2:25][CH2:24]3)[C:10](=[O:22])[C:11]3[CH:12]=[CH:13][C:14]([C:17]4[O:21][CH:20]=[N:19][CH:18]=4)=[CH:15][CH:16]=3)[CH2:7][CH2:8]2)[O:33][N:32]=1)=[O:34])[CH3:27]. Procedure: The title compound is prepared from N-(1-cyano-piperidin-4-yl)-N-cyclopropyl-4-oxazol-5-yl-benzamide and hydroxyamino-imino-acetic acid ethyl ester following a procedure analogous to that described in Example 1. LC (method 3): tR=1.77 min; Mass spectrum (ESI+): m/z=452 [M+H]+.